The task is: describe an organic reaction: reactants, conditions, products, and yield. This data is from the Open Reaction Database (ORD), a public repository of structured organic reaction records. Starting materials: CCN(C(C)C)C(C)C, Nc1ccc(N2CCCCC2)c(F)c1, C1CCOC1, O=C(Cl)c1ccc(-c2ccccn2)cc1. The product is O=C(Nc1ccc(N2CCCCC2)c(F)c1)c1ccc(-c2ccccn2)cc1. Reaction SMILES: [CH:16]([N:17]([CH2:18][CH3:19])[CH:20]([CH3:21])[CH3:22])([CH3:23])[CH3:24].[F:25][c:26]1[cH:27][c:28]([NH2:29])[cH:30][cH:31][c:32]1[N:33]1[CH2:34][CH2:35][CH2:36][CH2:37][CH2:38]1.[O:39]1[CH2:40][CH2:41][CH2:42][CH2:43]1.[n:1]1[c:2](-[c:7]2[cH:8][cH:9][c:10]([C:11](=[O:12])[Cl:13])[cH:14][cH:15]2)[cH:3][cH:4][cH:5][cH:6]1>>[n:1]1[c:2](-[c:7]2[cH:8][cH:9][c:10]([C:11](=[O:12])[NH:29][c:28]3[cH:27][c:26]([F:25])[c:32]([N:33]4[CH2:34][CH2:35][CH2:36][CH2:37][CH2:38]4)[cH:31][cH:30]3)[cH:14][cH:15]2)[cH:3][cH:4][cH:5][cH:6]1. Reactants: CN(C1=NC(=CC=N1)C1=CC=C(N)C=C1)CCO (2-[N-methyl-N-(6-(4-anilinyl)pyrimidinyl)amino]ethanol), FC1=CC=C(C=O)C=C1 (4-fluorobenzaldehyde). Product: CN(C1=NC(=CC=N1)C1=CC=C(N)C=C1)CCOC1=CC=C(C=O)C=C1 (4-[2-(N-methyl-N-(6-(4-anilinyl)pyrimidinyl)amino)ethoxy]benzaldehyde). Yield: 51.3%. As a reaction SMILES: [CH3:1][N:2]([CH2:16][CH2:17][OH:18])[C:3]1[N:8]=[CH:7][CH:6]=[C:5]([C:9]2[CH:15]=[CH:14][C:12]([NH2:13])=[CH:11][CH:10]=2)[N:4]=1.F[C:20]1[CH:27]=[CH:26][C:23]([CH:24]=[O:25])=[CH:22][CH:21]=1>>[CH3:1][N:2]([CH2:16][CH2:17][O:18][C:20]1[CH:27]=[CH:26][C:23]([CH:24]=[O:25])=[CH:22][CH:21]=1)[C:3]1[N:8]=[CH:7][CH:6]=[C:5]([C:9]2[CH:15]=[CH:14][C:12]([NH2:13])=[CH:11][CH:10]=2)[N:4]=1. Procedure: The title compound (980 mg) was prepared by the same procedure as the preparation 3 except for using 2-[N-methyl-N-(6-(4-anilinyl)pyrimidinyl)amino]ethanol (1.34 g) and 4-fluorobenzaldehyde (1.13 g). The reactants are [N+](=O)([O-])C=1C=C(C=CC1OC)C=1OC2=C(N1)C=C(C=C2)Br (2-(3-nitro-4-methoxyphenyl)-5-bromobenzoxazole), COC=1C=C(C=CC1)B(O)O (3-methoxyphenylboronic acid). The product is [N+](=O)([O-])C=1C=C(C=CC1OC)C=1OC2=C(N1)C=C(C=C2)C2=CC(=CC=C2)OC (2-(3-Nitro-4-methoxyphenyl)-5-(3-methoxyphenyl)benzoxazole). RXN SMILES: [N+:1]([C:4]1[CH:5]=[C:6]([C:12]2[O:13][C:14]3[CH:20]=[CH:19][C:18](Br)=[CH:17][C:15]=3[N:16]=2)[CH:7]=[CH:8][C:9]=1[O:10][CH3:11])([O-:3])=[O:2].[CH3:22][O:23][C:24]1[CH:25]=[C:26](B(O)O)[CH:27]=[CH:28][CH:29]=1>>[N+:1]([C:4]1[CH:5]=[C:6]([C:12]2[O:13][C:14]3[CH:20]=[CH:19][C:18]([C:28]4[CH:27]=[CH:26][CH:25]=[C:24]([O:23][CH3:22])[CH:29]=4)=[CH:17][C:15]=3[N:16]=2)[CH:7]=[CH:8][C:9]=1[O:10][CH3:11])([O-:3])=[O:2]. Procedure details: Prepared by the method of Example 15d), from 2-(3-nitro-4-methoxyphenyl)-5-bromobenzoxazole (200 mg, 0.57 mmol) and 3-methoxyphenylboronic acid (131 mg, 0.86 mmol) the subtitle compound was obtained, (98 mg, 45%). 1H NMR (DMSO) δ 8.71(d, 1H), 8.52(dd, 1H), 8.35(t, 1H), 8.17(d, 1H), 7.93(d, 1H), 7.82(dd, 1H), 7.69(d, 1H), 7.48(t, 1H), 7.36(m, 2H), 7.03(dd, 1H), 4.12(s, 3H), 3.90(s, 3H). The solvent is [OH-].[Na+] (sodium hydroxide). The product is C1(=CC=CC=C1)CC(=O)N[C@@H]([C@H](O)C)C(=O)O (N-(Phenylacetyl)-L-threonine). Run at time 16 hour. Starting materials: C1(=CC=CC=C1)CC(=O)Cl (phenylacetyl chloride), N[C@@H]([C@H](O)C)C(=O)O (L-Threonine), CCOCC (Ether). Procedure details: L-Threonine (35.7 g) is dissolved in 1N sodium hydroxide (1 liter) and chilled to -5° to -10° C. To the cold, mechanically stirred solution is added dropwise phenylacetyl chloride (46.3 g). The reaction mixture is stirred for about 16 hours as the temperature rises to 26° C. The mixture is washed with ether, acidified to pH 2 with hydrochloric acid, and extracted with ethyl acetate (two times). The combined extracts are dried over sodium sulfate and concentrated under reduced pressure until crys... As a reaction SMILES: [NH2:1][C@H:2]([C:6]([OH:8])=[O:7])[C@@H:3]([CH3:5])[OH:4].[C:9]1([CH2:15][C:16](Cl)=[O:17])[CH:14]=[CH:13][CH:12]=[CH:11][CH:10]=1.CCOCC>[OH-].[Na+]>[C:9]1([CH2:15][C:16]([NH:1][C@H:2]([C:6]([OH:8])=[O:7])[C@@H:3]([CH3:5])[OH:4])=[O:17])[CH:14]=[CH:13][CH:12]=[CH:11][CH:10]=1 |f:3.4|.